This data is from the Open Reaction Database (ORD), a public repository of structured organic reaction records. The task is: describe an organic reaction: reactants, conditions, products, and yield Reactants: [H-].[Al+3].[Li+].[H-].[H-].[H-] (lithium aluminum hydride), C(C)C=1SC(=CC1C(=O)OCC)C1=CC=C(C=C1)C(F)(F)F (ethyl 2-ethyl-5-[4-(trifluoromethyl)phenyl]thiophene-3-carboxylate), O (Water). The reagents and catalysts are [O-2].[O-2].[Mn+4] (manganese dioxide). Run in O1CCCC1 (tetrahydrofuran), O1CCCC1 (tetrahydrofuran). Run at time 1 hour. Yields the product C(C)C=1SC(=CC1C=O)C1=CC=C(C=C1)C(F)(F)F (2-ethyl-5-[4-(trifluoromethyl)phenyl]thiophene-3-carbaldehyde). Isolated yield 97.7%. Reaction SMILES: [CH2:1]([C:3]1[S:4][C:5]([C:13]2[CH:18]=[CH:17][C:16]([C:19]([F:22])([F:21])[F:20])=[CH:15][CH:14]=2)=[CH:6][C:7]=1[C:8](OCC)=[O:9])[CH3:2].[H-].[Al+3].[Li+].[H-].[H-].[H-].O>O1CCCC1.[O-2].[O-2].[Mn+4]>[CH2:1]([C:3]1[S:4][C:5]([C:13]2[CH:18]=[CH:17][C:16]([C:19]([F:22])([F:20])[F:21])=[CH:15][CH:14]=2)=[CH:6][C:7]=1[CH:8]=[O:9])[CH3:2] |f:1.2.3.4.5.6,9.10.11|. Procedure: To a solution (100 mL) of ethyl 2-ethyl-5-[4-(trifluoromethyl)phenyl]thiophene-3-carboxylate (5.18 g) synthesized above in tetrahydrofuran was added lithium aluminum hydride (721 mg) at 0° C., and the mixture was stirred for 1 hr. Water (720 μL) was added to quench the reaction, 1N aqueous sodium hydroxide solution (3.60 mL) was added, and the mixture was stirred at room temperature for 1 hr. The resulting insoluble material was filtered off, and the filtrate was concentrated under reduced press... The reactants are crude product, C(C)(C)(C)OC(NC1=C(C=C(C=C1)Cl)N)=O ((2-amino-4-chloro-phenyl)-carbamic acid tert-butyl ester), C(C)(C)(C)OC(CC(=O)C1=CC(=CC=C1)C1=NC=NC(=C1)C)=O (3-[3-(6-methyl-pyrimidin-4-yl)-phenyl]-3-oxo-propionic acid tert-butyl ester). Yields the product ClC=1C=CC2=C(NC(CC(=N2)C2=CC(=CC=C2)C2=NC=NC(=C2)C)=O)C1 (8-Chloro-4-[3-(6-methyl-pyrimidin-4-yl)-phenyl]-1,3-dihydro-benzo[b][1,4]diazepin-2-one), solid. As a reaction SMILES: C(OC(=O)[NH:7][C:8]1[CH:13]=[CH:12][C:11]([Cl:14])=[CH:10][C:9]=1[NH2:15])(C)(C)C.C(O[C:22](=[O:39])[CH2:23][C:24]([C:26]1[CH:31]=[CH:30][CH:29]=[C:28]([C:32]2[CH:37]=[C:36]([CH3:38])[N:35]=[CH:34][N:33]=2)[CH:27]=1)=O)(C)(C)C>>[Cl:14][C:11]1[CH:12]=[CH:13][C:8]2[N:7]=[C:24]([C:26]3[CH:31]=[CH:30][CH:29]=[C:28]([C:32]4[CH:37]=[C:36]([CH3:38])[N:35]=[CH:34][N:33]=4)[CH:27]=3)[CH2:23][C:22](=[O:39])[NH:15][C:9]=2[CH:10]=1. Procedure: The title compound was prepared from (2-amino-4-chloro-phenyl)-carbamic acid tert-butyl ester (Example J4) (121 mg, 0.5 mmol) and 3-[3-(6-methyl-pyrimidin-4-yl)-phenyl]-3-oxo-propionic acid tert-butyl ester (Example K41) (187 mg, 0.6 mmol) according to the general procedure M and subsequent treatment of the crude product according to the general procedure N. Obtained as a light yellow solid (37 mg).